From a dataset of the Open Reaction Database (ORD), a public repository of structured organic reaction records. describe an organic reaction: reactants, conditions, products, and yield The reactants are FC(C=1C=CC2=C(SC(=C2)C(=O)O)C1)C=1OC(=NN1)C1=CC=CC=C1 (6-[Fluoro-(5-phenyl-[1,3,4]oxadiazol-2-yl)-methyl]-benzo[b]thiophene-2-carboxylic acid), C(C1=CC=CC=C1)(=O)NNC(C(F)C1=CC2=C(C=C(S2)C(=O)OCC)C=C1)=O (ethyl 6-[2-(2-benzoylhydrazino)-1-fluoro-2-oxoethyl]-1-benzothiophene-2-carboxylate), CC[N+](CC)(CC)S(=O)(=O)N=C([O-])OC (Burgess reagent). The solvent is C1CCOC1 (THF). Conditions: temperature 120 celsius. Product: FC(C1=CC2=C(C=C(S2)C(=O)OCC)C=C1)C=1OC(=NN1)C1=CC=CC=C1 (ethyl 6-[fluoro(5-phenyl-1,3,4-oxadiazol-2-yl)methyl]-1-benzothiophene-2-carboxylate). Reaction SMILES: FC(C1OC(C2C=CC=CC=2)=NN=1)C1C=CC2C=C(C(O)=O)SC=2C=1.[C:26]([NH:34][NH:35][C:36](=[O:53])[CH:37]([C:39]1[CH:52]=[CH:51][C:42]2[CH:43]=[C:44]([C:46]([O:48][CH2:49][CH3:50])=[O:47])[S:45][C:41]=2[CH:40]=1)[F:38])(=O)[C:27]1[CH:32]=[CH:31][CH:30]=[CH:29][CH:28]=1.CC[N+](S(N=C(OC)[O-])(=O)=O)(CC)CC>C1COCC1>[F:38][CH:37]([C:36]1[O:53][C:26]([C:27]2[CH:32]=[CH:31][CH:30]=[CH:29][CH:28]=2)=[N:34][N:35]=1)[C:39]1[CH:52]=[CH:51][C:42]2[CH:43]=[C:44]([C:46]([O:48][CH2:49][CH3:50])=[O:47])[S:45][C:41]=2[CH:40]=1. Procedure details: Dehydration/Saponification; 6-[Fluoro-(5-phenyl-[1,3,4]oxadiazol-2-yl)-methyl]-benzo[b]thiophene-2-carboxylic acid. A solution of ethyl 6-[2-(2-benzoylhydrazino)-1-fluoro-2-oxoethyl]-1-benzothiophene-2-carboxylate (51 mg, 0.13 mmol) in THF (2.0 mL) was treated with Burgess reagent (45 mg, 0.19 mmol). The reaction vessel was sealed and heated to 120° C. in the microwave reactor for 20 minutes. The reaction was evaporated in vacuo and purified by flash chromatography (10-40% ethyl acetate/hexanes)...